This data is from the Open Reaction Database (ORD), a public repository of structured organic reaction records. The task is: describe an organic reaction: reactants, conditions, products, and yield The reactants are O (water), O1C(=CC=C1)P(C=1OC=CC1)C=1OC=CC1 (tri(furan-2-yl)phosphine), ClC1=CC=C(CC=2N=C(C3=C(N2)OC(=N3)SC)OCCC)C=C1 (5-(4-chloro-benzyl)-2-methylsulfanyl-7-propoxy-oxazolo[5,4-d]pyrimidine), NC=1C=C(C=CC1)B(O)O (3-amino-benzeneboronic acid). The reagents and catalysts are C=1C=CC(=CC1)/C=C/C(=O)/C=C/C2=CC=CC=C2.C=1C=CC(=CC1)/C=C/C(=O)/C=C/C2=CC=CC=C2.C=1C=CC(=CC1)/C=C/C(=O)/C=C/C2=CC=CC=C2.[Pd].[Pd] (tris(dibenzylideneacetone)dipalladium), S1C(=CC=C1)C(=O)[O-].[Cu+] (copper(I)thiophene-2-carboxylate). Run in C(C)(=O)OCC (ethyl acetate), O1CCCC1 (tetrahydrofuran). Run at temperature 80 celsius. The product is ClC1=CC=C(CC=2N=C(C3=C(N2)OC(=N3)C=3C=C(C=CC3)N)OCCC)C=C1 (3-[5-(4-Chloro-benzyl)-7-propoxy-oxazolo[5,4-d]pyrimidin-2-yl]-phenylamine). Yield: 31.2%. As a reaction SMILES: O1C=CC=C1P(C1OC=CC=1)C1OC=CC=1.[Cl:17][C:18]1[CH:39]=[CH:38][C:21]([CH2:22][C:23]2[N:24]=[C:25]([O:34][CH2:35][CH2:36][CH3:37])[C:26]3[N:31]=[C:30](SC)[O:29][C:27]=3[N:28]=2)=[CH:20][CH:19]=1.[NH2:40][C:41]1[CH:42]=[C:43](B(O)O)[CH:44]=[CH:45][CH:46]=1.O>O1CCCC1.C1C=CC(/C=C/C(/C=C/C2C=CC=CC=2)=O)=CC=1.C1C=CC(/C=C/C(/C=C/C2C=CC=CC=2)=O)=CC=1.C1C=CC(/C=C/C(/C=C/C2C=CC=CC=2)=O)=CC=1.[Pd].[Pd].S1C=CC=C1C([O-])=O.[Cu+].C(OCC)(=O)C>[Cl:17][C:18]1[CH:39]=[CH:38][C:21]([CH2:22][C:23]2[N:24]=[C:25]([O:34][CH2:35][CH2:36][CH3:37])[C:26]3[N:31]=[C:30]([C:45]4[CH:46]=[C:41]([NH2:40])[CH:42]=[CH:43][CH:44]=4)[O:29][C:27]=3[N:28]=2)=[CH:20][CH:19]=1 |f:5.6.7.8.9,10.11|. Procedure: Under argon atmosphere, 13.1 mg of tris(dibenzylideneacetone)dipalladium and 13.3 mg of tri(furan-2-yl)phosphine were added to a solution of 125 mg of 5-(4-chloro-benzyl)-2-methylsulfanyl-7-propoxy-oxazolo[5,4-d]pyrimidine, 81.7 mg of copper(I)thiophene-2-carboxylate and 58.7 mg of 3-amino-benzeneboronic acid in 3.5 ml of tetrahydrofuran. The mixture was heated to 80° C. for 2 h in a microwave reactor (CEM Discover). After cooling, 3 ml of water and 3 ml of ethyl acetate were added. The mixture ... The reactants are Cc1cc(S(N)(=O)=O)cc(C)c1C, O=C=Nc1ccc(Cl)c(Cl)c1, [Na+], [OH-]. Product: Cc1cc(S(=O)(=O)NC(=O)Nc2ccc(Cl)c(Cl)c2)cc(C)c1C. As a reaction SMILES: [CH3:1][c:2]1[cH:3][c:4]([S:10](=[O:11])(=[O:12])[NH2:13])[cH:5][c:6]([CH3:9])[c:7]1[CH3:8].[Cl:16][c:17]1[cH:18][c:19]([N:24]=[C:25]=[O:26])[cH:20][cH:21][c:22]1[Cl:23].[Na+:15].[OH-:14]>>[CH3:1][c:2]1[cH:3][c:4]([S:10](=[O:11])(=[O:12])[NH:13][C:25]([NH:24][c:19]2[cH:18][c:17]([Cl:16])[c:22]([Cl:23])[cH:21][cH:20]2)=[O:26])[cH:5][c:6]([CH3:9])[c:7]1[CH3:8]. Reactants: C(C)OC(=O)C1=CC(=CC2=CC=CC=C12)N (3-aminonaphthalene-1-carboxylic acid ethyl ester), N(=O)[O-].[Na+] (NaNO2), O.O.Cl[Sn]Cl (SnCl2.2H2O). Run in Cl (HCl), Cl (HCl). Reaction conditions: time 1 hour. Product: Cl.N(N)C=1C=C(C2=CC=CC=C2C1)C(=O)OCC (ethyl 3-hydrazinonaphthalene-1-carboxylate hydrochloride). Isolated yield 60.5%. Reaction SMILES: [CH2:1]([O:3][C:4]([C:6]1[C:15]2[C:10](=[CH:11][CH:12]=[CH:13][CH:14]=2)[CH:9]=[C:8]([NH2:16])[CH:7]=1)=[O:5])[CH3:2].[N:17]([O-])=O.[Na+].O.O.[Cl:23][Sn]Cl>Cl>[ClH:23].[NH:16]([C:8]1[CH:7]=[C:6]([C:4]([O:3][CH2:1][CH3:2])=[O:5])[C:15]2[C:10]([CH:9]=1)=[CH:11][CH:12]=[CH:13][CH:14]=2)[NH2:17] |f:1.2,3.4.5,7.8|. Reported procedure: To a solution of 3-aminonaphthalene-1-carboxylic acid ethyl ester (2 g, 9.3 mmol) in conc. HCl (2 mL) was added dropwise an aqueous solution of NaNO2 (0.63 g, 9.3 mmol) at 0° C. The resulted mixture was stirred for 1 h and then treated dropwise with a solution of SnCl2.2H2O (4.2 g, 18.6 mmol) in conc. HCl (10 mL) at 0° C. The reaction mixture was stirred for 2 h at RT. precipitate was collected and washed with EtOH and Et2O to yield ethyl 3-hydrazinonaphthalene-1-carboxylate hydrochloride as a w... The reactants are CCCC(=O)c1c[nH]c2ccc(OC)cc2c1=O, N, O=P(Cl)(Cl)Cl. Yields the product CCCC(=O)c1cnc2ccc(OC)cc2c1Cl. RXN SMILES: [C:1]([CH2:2][CH2:3][CH3:4])(=[O:5])[c:6]1[cH:7][nH:8][c:9]2[cH:10][cH:11][c:12]([O:17][CH3:18])[cH:13][c:14]2[c:15]1=[O:16].[NH3:19].[P:20]([Cl:21])([Cl:22])([Cl:23])=[O:24]>>[C:1]([CH2:2][CH2:3][CH3:4])(=[O:5])[c:6]1[cH:7][n:8][c:9]2[cH:10][cH:11][c:12]([O:17][CH3:18])[cH:13][c:14]2[c:15]1[Cl:22]. Reactants: Cc1ccc(-n2nc(C(C)(C)C)cc2N=C=O)cc1, C1CCOC1, CC#N, CCN(C(C)C)C(C)C, Nc1cnccc1CCOc1ccc(N)c2ccccc12. Product: Cc1ccc(-n2nc(C(C)(C)C)cc2NC(=O)Nc2ccc(OCCc3ccncc3N)c3ccccc23)cc1. Reaction SMILES: [C:1]([CH3:2])([CH3:3])([CH3:4])[c:5]1[n:6][n:7](-[c:13]2[cH:14][cH:15][c:16]([CH3:19])[cH:17][cH:18]2)[c:8]([N:10]=[C:11]=[O:12])[cH:9]1.[CH2:50]1[O:51][CH2:52][CH2:53][CH2:54]1.[CH3:55][C:56]#[N:57].[CH:41]([N:42]([CH2:43][CH3:44])[CH:45]([CH3:46])[CH3:47])([CH3:48])[CH3:49].[NH2:20][c:21]1[cH:22][cH:23][c:24]([O:31][CH2:32][CH2:33][c:34]2[c:35]([NH2:40])[cH:36][n:37][cH:38][cH:39]2)[c:25]2[cH:26][cH:27][cH:28][cH:29][c:30]12>>[C:1]([CH3:2])([CH3:3])([CH3:4])[c:5]1[n:6][n:7](-[c:13]2[cH:14][cH:15][c:16]([CH3:19])[cH:17][cH:18]2)[c:8]([NH:10][C:11](=[O:12])[NH:20][c:21]2[cH:22][cH:23][c:24]([O:31][CH2:32][CH2:33][c:34]3[c:35]([NH2:40])[cH:36][n:37][cH:38][cH:39]3)[c:25]3[cH:26][cH:27][cH:28][cH:29][c:30]23)[cH:9]1. The reactants are C=CCBr, [Na+], CN(C)C=O, O, O=C([O-])O, O=C(O)CC(O)(CC(=O)O)C(=O)O, Cn1nc2cccc(O)c2c1S(N)(=O)=O. Yields the product C=CCOc1cccc2nn(C)c(S(N)(=O)=O)c12. Reaction SMILES: [CH2:1]([CH:2]=[CH2:3])[Br:4].[Na+:20].[O:39]=[CH:40][N:41]([CH3:42])[CH3:43].[OH2:38].[OH:21][C:22](=[O:23])[O-:24].[OH:25][C:26]([CH2:27][C:28]([C:29](=[O:30])[OH:31])([CH2:32][C:33](=[O:34])[OH:35])[OH:36])=[O:37].[OH:5][c:6]1[c:7]2[c:8]([S:16](=[O:17])(=[O:18])[NH2:19])[n:9]([CH3:15])[n:10][c:11]2[cH:12][cH:13][cH:14]1>>[CH2:1]([CH:2]=[CH2:3])[O:5][c:6]1[c:7]2[c:8]([S:16](=[O:17])(=[O:18])[NH2:19])[n:9]([CH3:15])[n:10][c:11]2[cH:12][cH:13][cH:14]1.